Dataset: the Open Reaction Database (ORD), a public repository of structured organic reaction records. Task: describe an organic reaction: reactants, conditions, products, and yield Reactants: CI (Methyl iodide), N(N)C(=O)C1=CC=2N(C=C1)C(=CN2)C=2C=C(C=CC2)NC(=O)NCC(F)(F)F (1-[3-(7-Hydrazinocarbonyl-imidazo[1,2-a]pyridin-3-yl)-phenyl]-3-(2,2,2-trifluoro-ethyl)-urea), [OH-].[K+] (KOH), C(=S)=S (carbon disulfide). Run in CCO (EtOH). Conditions: temperature 65 celsius. The product is CSC1=NN=C(O1)C1=CC=2N(C=C1)C(=CN2)C=2C=C(C=CC2)NC(=O)NCC(F)(F)F (1-{3-[7-(5-Methylsulfanyl-[1,3,4]oxadiazol-2-yl)-imidazo[1,2-a]pyridin-3-yl]-phenyl}-3-(2,2,2-trifluoro-ethyl)-urea). Reaction SMILES: [NH:1]([C:3]([C:5]1[CH:10]=[CH:9][N:8]2[C:11]([C:14]3[CH:15]=[C:16]([NH:20][C:21]([NH:23][CH2:24][C:25]([F:28])([F:27])[F:26])=[O:22])[CH:17]=[CH:18][CH:19]=3)=[CH:12][N:13]=[C:7]2[CH:6]=1)=[O:4])[NH2:2].[OH-].[K+].[C:31](=[S:33])=S.[CH3:34]I>CCO>[CH3:34][S:33][C:31]1[O:4][C:3]([C:5]2[CH:10]=[CH:9][N:8]3[C:11]([C:14]4[CH:15]=[C:16]([NH:20][C:21]([NH:23][CH2:24][C:25]([F:28])([F:27])[F:26])=[O:22])[CH:17]=[CH:18][CH:19]=4)=[CH:12][N:13]=[C:7]3[CH:6]=2)=[N:1][N:2]=1 |f:1.2|. Procedure details: To a solution of 1-[3-(7-Hydrazinocarbonyl-imidazo[1,2-a]pyridin-3-yl)-phenyl]-3-(2,2,2-trifluoro-ethyl)-urea (120 mg, 0.30 mmol) and KOH (20 mg, 0.36 mmol) in EtOH (4 ml) was added carbon disulfide (241, 0.36 mmol). The reaction mixture was heated at 65° C. for 3 h. Methyl iodide (200, excess) was added and the reaction mixture heated at 65° C. for 1 h. The mixture was then cooled, placed in an ice bath upon which a precipitate was formed. The solid was filtered off, washed with EtOAc and Et2O,... Reactants: ClC=1N=CC2=C(N1)N(C(=C2)C(OCC)OCC)CCNC(OC(C)(C)C)=O (tert-butyl N-[2-[2-chloro-6-(diethoxymethyl)pyrrolo[2,3-d]pyrimidin-7-yl]ethyl]carbamate), IN1C(=O)N(C(=O)C1(C)C)I (1,3-Diiodo-5,5-dimethylhydantoin), C(=O)(O)[O-].[Na+] (NaHCO3). Solvent: C(C)#N (acetonitrile). Run at time 16 hour. The product is ClC=1N=CC2=C(N1)N(C(=C2I)C(OCC)OCC)CCNC(OC(C)(C)C)=O (tert-butyl N-[2-[2-chloro-6-(diethoxymethyl)-5-iodo-pyrrolo[2,3-d]pyrimidin-7-yl]ethyl]carbamate). The yield is 22.9%. Reaction SMILES: [Cl:1][C:2]1[N:3]=[CH:4][C:5]2[CH:10]=[C:9]([CH:11]([O:15][CH2:16][CH3:17])[O:12][CH2:13][CH3:14])[N:8]([CH2:18][CH2:19][NH:20][C:21](=[O:27])[O:22][C:23]([CH3:26])([CH3:25])[CH3:24])[C:6]=2[N:7]=1.[I:28]N1C(C)(C)C(=O)N(I)C1=O.C([O-])(O)=O.[Na+]>C(#N)C>[Cl:1][C:2]1[N:3]=[CH:4][C:5]2[C:10]([I:28])=[C:9]([CH:11]([O:15][CH2:16][CH3:17])[O:12][CH2:13][CH3:14])[N:8]([CH2:18][CH2:19][NH:20][C:21](=[O:27])[O:22][C:23]([CH3:25])([CH3:24])[CH3:26])[C:6]=2[N:7]=1 |f:2.3|. Procedure details: To 0.1 g (0.00025 mole) of tert-butyl N-[2-[2-chloro-6-(diethoxymethyl)pyrrolo[2,3-d]pyrimidin-7-yl]ethyl]carbamate in acetonitrile (2 mL) was added 1,3-Diiodo-5,5-dimethylhydantoin (95 mg, 1 eq), and solid NaHCO3 (63 mg, 3 eq). Stir at room temperature for 16 hrs. Filter, concentrate and then column with hexane/ethylacetate (0-50%) to afford tert-butyl N-[2-[2-chloro-6-(diethoxymethyl)-5-iodo-pyrrolo[2,3-d]pyrimidin-7-yl]ethyl]carbamate as a pale yellow solid 0.03 g. LCMS (ESI) 525 (M+H). Starting materials: CCN(C(C)C)C(C)C (DIPEA), NC=1C(=NC(=C(C1)C(F)(F)F)OC)C(=O)O (3-amino-6-methoxy-5-trifluoromethyl-pyridine-2-carboxylic acid), NC=1C(=NC(=C(C1)C(F)(F)F)OC)C(=O)O (3-amino-6-methoxy-5-trifluoromethyl-pyridine-2-carboxylic acid), FC(C(CN)(NCC1=CC=C(C=C1)OC)C)(F)F (3,3,3-trifluoro-N2-(4-methoxybenzyl)-2-methylpropane-1,2-diamine), FC(C(CN)(NCC1=CC=C(C=C1)OC)C)(F)F (3,3,3-trifluoro-N2-(4-methoxybenzyl)-2-methylpropane-1,2-diamine). Yields the product NC=1C(=NC(=C(C1)C(F)(F)F)OC)C(=O)NCC(C(F)(F)F)(C)NCC1=CC=C(C=C1)OC (3-Amino-6-methoxy-N-(3,3,3-trifluoro-2-(4-methoxybenzylamino)-2-methylpropyl)-5-(trifluoromethyl)picolinamide). Reaction SMILES: [NH2:1][C:2]1[C:3]([C:14]([OH:16])=O)=[N:4][C:5]([O:12][CH3:13])=[C:6]([C:8]([F:11])([F:10])[F:9])[CH:7]=1.[F:17][C:18]([F:34])([F:33])[C:19]([CH3:32])([NH:22][CH2:23][C:24]1[CH:29]=[CH:28][C:27]([O:30][CH3:31])=[CH:26][CH:25]=1)[CH2:20][NH2:21].CCN(C(C)C)C(C)C>>[NH2:1][C:2]1[C:3]([C:14]([NH:21][CH2:20][C:19]([NH:22][CH2:23][C:24]2[CH:25]=[CH:26][C:27]([O:30][CH3:31])=[CH:28][CH:29]=2)([CH3:32])[C:18]([F:34])([F:33])[F:17])=[O:16])=[N:4][C:5]([O:12][CH3:13])=[C:6]([C:8]([F:9])([F:10])[F:11])[CH:7]=1. Procedure details: The title compound was prepared analogously to Example 1 from 3-amino-6-methoxy-5-trifluoromethyl-pyridine-2-carboxylic acid (Intermediate D) and 3,3,3-trifluoro-N2-(4-methoxybenzyl)-2-methylpropane-1,2-diamine (Intermediate N). DIPEA was used in this reaction. 1H NMR (400 MHz, DMSO-d6) δ 8.27 (1H, m), 7.68 (1H, s), 7.25 (2H, d), 6.83 (2H, d), 6.70 (2H, s), 3.85 (3H, s), 3.75 (2H, m), 3.72 (3H, s), 3.70 (1H, m), 3.47 (1H, m), 2.80 (1H, t), 1.24 (3H, s) The reactants are C(C)OC(=O)C=1NC2=CC(=CC=C2C1)Br (6-bromo-1H-indole-2-carboxylic acid ethyl ester), BrCC1=CC=CC2=CC=CC=C12 (1-bromomethyl-naphthalene). Product: BrC1=CC=C2C=C(N(C2=C1)CC1=CC=CC2=CC=CC=C12)C(=O)O (6-Bromo-1-naphthalen-1-ylmethyl-1H-indole-2-carboxylic acid). Reaction SMILES: C([O:3][C:4]([C:6]1[NH:7][C:8]2[C:13]([CH:14]=1)=[CH:12][CH:11]=[C:10]([Br:15])[CH:9]=2)=[O:5])C.Br[CH2:17][C:18]1[C:27]2[C:22](=[CH:23][CH:24]=[CH:25][CH:26]=2)[CH:21]=[CH:20][CH:19]=1>>[Br:15][C:10]1[CH:9]=[C:8]2[C:13]([CH:14]=[C:6]([C:4]([OH:3])=[O:5])[N:7]2[CH2:17][C:18]2[C:27]3[C:22](=[CH:23][CH:24]=[CH:25][CH:26]=3)[CH:21]=[CH:20][CH:19]=2)=[CH:12][CH:11]=1. Procedure: Using general procedure B, 6-bromo-1H-indole-2-carboxylic acid ethyl ester was coupled with 1-bromomethyl-naphthalene and the product obtained was hydrolyzed to give the title compound as white solid. MS: 380.1 ([M−H]−). The reactants are C(C1=CC=CC=C1)C1=C(C(=O)O)C=CC(=C1)OC (2-benzyl-4-methoxybenzoic acid), CN(C)C=O (DMF), C(C(=O)Cl)(=O)Cl (oxalyl chloride). The solvent is C(Cl)Cl (CH2Cl2), C(Cl)Cl (CH2Cl2). Reaction conditions: time 8 hour. Yields the product C(C1=CC=CC=C1)C1=C(C(=O)NCC)C=CC(=C1)OC (2-benzyl-N-ethyl-4-methoxybenzamide). Reaction SMILES: [CH2:1]([C:8]1[CH:16]=[C:15]([O:17][CH3:18])[CH:14]=[CH:13][C:9]=1[C:10]([OH:12])=O)[C:2]1[CH:7]=[CH:6][CH:5]=[CH:4][CH:3]=1.C[N:20]([CH:22]=O)C.[C:24](Cl)(=O)C(Cl)=O>C(Cl)Cl>[CH2:1]([C:8]1[CH:16]=[C:15]([O:17][CH3:18])[CH:14]=[CH:13][C:9]=1[C:10]([NH:20][CH2:22][CH3:24])=[O:12])[C:2]1[CH:3]=[CH:4][CH:5]=[CH:6][CH:7]=1. Reported procedure: To a 0 C solution of 2-benzyl-4-methoxybenzoic acid (5 g) in 250 mL CH2Cl2 were added a catalytic amount of DMF and a solution of oxalyl chloride (2 mL) in 40 mL CH2Cl2. The reaction was warmed to room temp and stirred overnight, then concentrated to dryness and azeotroped from toluene (2×). The residue was dissolved in 50 mL THF and added dropwise to a 0 C solution of ethylamine (10 mL, 70% aqueous solution) in 200 mL THF. The reaction was warmed to room temp and stirred for 2 h, then quenched ... Starting materials: CC(C)(C)OC(=O)N1CCCC(N)C1, COc1cc(OCC2CC2)c(-c2ncnc3c(C(=O)O)c[nH]c23)cc1F. Product: COc1cc(OCC2CC2)c(-c2ncnc3c(C(=O)NC4CCCN(C(=O)OC(C)(C)C)C4)c[nH]c23)cc1F. RXN SMILES: [C:27]([CH3:28])([CH3:29])([CH3:30])[O:31][C:32](=[O:33])[N:34]1[CH2:35][CH:36]([NH2:40])[CH2:37][CH2:38][CH2:39]1.[CH:1]1([CH2:4][O:5][c:6]2[c:7](-[c:15]3[c:16]4[c:17]([n:18][cH:19][n:20]3)[c:21]([C:24](=[O:25])[OH:26])[cH:22][nH:23]4)[cH:8][c:9]([F:14])[c:10]([O:12][CH3:13])[cH:11]2)[CH2:2][CH2:3]1>>[CH:1]1([CH2:4][O:5][c:6]2[c:7](-[c:15]3[c:16]4[c:17]([n:18][cH:19][n:20]3)[c:21]([C:24](=[O:25])[NH:40][CH:36]3[CH2:35][N:34]([C:32]([O:31][C:27]([CH3:28])([CH3:29])[CH3:30])=[O:33])[CH2:39][CH2:38][CH2:37]3)[cH:22][nH:23]4)[cH:8][c:9]([F:14])[c:10]([O:12][CH3:13])[cH:11]2)[CH2:2][CH2:3]1.